describe an organic reaction: reactants, conditions, products, and yield From a dataset of the Open Reaction Database (ORD), a public repository of structured organic reaction records. The reactants are BrCCC=C(F)F (4-bromo-1,1-difluorobut-1-ene), C([O-])([O-])=O.[K+].[K+] (potassium carbonate), ClC=1OC(=C(N1)C)C(=O)OC (Methyl 2-chloro-4-methyloxazole-5-carboxylate), NC(=S)N (thiourea). Run in C(C)O (ethanol), CC(=O)C (acetone). Reaction conditions: time 1 hour. Product: FC(=CCCSCC=1OC(=CN1)C(=O)OC)F (Methyl 2-(4,4-difluorobut-3-enylthio)methyloxazole-5-carboxylate). As a reaction SMILES: Cl[C:2]1[O:3][C:4]([C:8]([O:10][CH3:11])=[O:9])=[C:5](C)[N:6]=1.N[C:13](N)=[S:14].Br[CH2:17][CH2:18][CH:19]=[C:20]([F:22])[F:21].C(=O)([O-])[O-].[K+].[K+]>C(O)C.CC(C)=O>[F:21][C:20]([F:22])=[CH:19][CH2:18][CH2:17][S:14][CH2:13][C:2]1[O:3][C:4]([C:8]([O:10][CH3:11])=[O:9])=[CH:5][N:6]=1 |f:3.4.5|. Procedure details: The product from Step 2 (0.176 g) and thiourea (0.084 g) were stirred in ethanol (5 cm3) and heated to reflux under an atmosphere of nitrogen for 5 hours. The reaction was cooled and solvent removed by evaporation under reduced pressure to give a yellow gum which was dissolved in acetone containing 4-bromo-1,1-difluorobut-1-ene (0.17 g) and potassium carbonate (0.2 g). This mixture was stirred for 1 hour under an atmosphere of nitrogen at ambient temperature and stored for 18 hours. The solvent ...